From a dataset of the Open Reaction Database (ORD), a public repository of structured organic reaction records. describe an organic reaction: reactants, conditions, products, and yield Reactants: CC(C)O, CC1(c2ccc(-c3ccc(F)cc3)cc2)CC(=N)NN1, [K+], [OH-]. The product is CC1(c2ccc(-c3ccc(F)cc3)cc2)CC(=O)NN1. As a reaction SMILES: [CH:23]([OH:24])([CH3:25])[CH3:26].[F:1][c:2]1[cH:3][cH:4][c:5](-[c:8]2[cH:9][cH:10][c:11]([C:14]3([CH3:20])[NH:15][NH:16][C:17](=[NH:19])[CH2:18]3)[cH:12][cH:13]2)[cH:6][cH:7]1.[K+:22].[OH-:21]>>[F:1][c:2]1[cH:3][cH:4][c:5](-[c:8]2[cH:9][cH:10][c:11]([C:14]3([CH3:20])[NH:15][NH:16][C:17](=[O:21])[CH2:18]3)[cH:12][cH:13]2)[cH:6][cH:7]1. Solvent: C(Cl)Cl (CH2Cl2). Procedure details: A solution of 120 mg (0.321 mmol) 6-Fluoro-5-(5-hydroxy-pent-1-ynyl)-2,3-dihydro-indole-1-carboxylic acid 4-chloro-phenyl ester and 0.164 ml (0.96 mmol) N-ethyldiisopropylamine in 2 ml CH2Cl2 was treated with 0.03 ml (0.385 mmol) of methanesulfonyl chloride and stirred at room temperature for 1 hour. The mixture was poured into Et2O and washed with 0.5 M HCl. Drying of the organic layer with MgSO4, evaporation of the solvent, and chromatography on silica gel with CH2Cl2 gave 91 mg (61%) of 6-Flu... RXN SMILES: [Cl:1][C:2]1[CH:7]=[CH:6][C:5]([O:8][C:9]([N:11]2[C:19]3[C:14](=[CH:15][C:16]([C:21]#[C:22][CH2:23][CH2:24][CH2:25][OH:26])=[C:17]([F:20])[CH:18]=3)[CH2:13][CH2:12]2)=[O:10])=[CH:4][CH:3]=1.C(N(C(C)C)C(C)C)C.[CH3:36][S:37](Cl)(=[O:39])=[O:38].CCOCC>C(Cl)Cl>[Cl:1][C:2]1[CH:3]=[CH:4][C:5]([O:8][C:9]([N:11]2[C:19]3[C:14](=[CH:15][C:16]([C:21]#[C:22][CH2:23][CH2:24][CH2:25][O:26][S:37]([CH3:36])(=[O:39])=[O:38])=[C:17]([F:20])[CH:18]=3)[CH2:13][CH2:12]2)=[O:10])=[CH:6][CH:7]=1. Yields the product ClC1=CC=C(C=C1)OC(=O)N1CCC2=CC(=C(C=C12)F)C#CCCCOS(=O)(=O)C (6-Fluoro-5-(5-methanesulfonyloxy-pent-1-ynyl)-2,3-dihydro-indole-1-carboxylic acid 4-chloro-phenyl ester). The reactants are CCOCC (Et2O), ClC1=CC=C(C=C1)OC(=O)N1CCC2=CC(=C(C=C12)F)C#CCCCO (6-Fluoro-5-(5-hydroxy-pent-1-ynyl)-2,3-dihydro-indole-1-carboxylic acid 4-chloro-phenyl ester), C(C)N(C(C)C)C(C)C (N-ethyldiisopropylamine), CS(=O)(=O)Cl (methanesulfonyl chloride). Yield: 62.7%. Run at time 1 hour.